The task is: describe an organic reaction: reactants, conditions, products, and yield. This data is from the Open Reaction Database (ORD), a public repository of structured organic reaction records. Starting materials: Ice water, 4-[, CC1=CC=C(C=C1)C(ON1CCCCC1)C1=CC=C(C=C1)C (bis(4-methylphenyl)methoxylpiperidine), BrCCCN1C(C=2C(C1=O)=CC=CC2)=O (N-(3-bromopropyl)phthalimide), C([O-])([O-])=O.[K+].[K+] (potassium carbonate). The solvent is CN(C=O)C (N,N-dimethylformamide). Run at time 16 hour. Yields the product CC1=CC=C(C=C1)C(OC1CCN(CC1)CCCN1C(C=2C(C1=O)=CC=CC2)=O)C2=CC=C(C=C2)C (N-[3-[4-[bis(4-methylphenyl)methoxy]piperidino]propyl]phthalimide). RXN SMILES: [CH3:1][C:2]1[CH:7]=[CH:6][C:5]([CH:8]([C:16]2[CH:21]=[CH:20][C:19]([CH3:22])=[CH:18][CH:17]=2)ON2CCCCC2)=[CH:4][CH:3]=1.Br[CH2:24][CH2:25][CH2:26][N:27]1[C:31](=[O:32])[C:30]2=[CH:33][CH:34]=[CH:35][CH:36]=[C:29]2[C:28]1=[O:37].[C:38](=[O:41])([O-])[O-].[K+].[K+]>CN(C)C=O>[CH3:1][C:2]1[CH:3]=[CH:4][C:5]([CH:8]([C:16]2[CH:21]=[CH:20][C:19]([CH3:22])=[CH:18][CH:17]=2)[O:41][CH:38]2[CH2:29][CH2:28][N:27]([CH2:24][CH2:25][CH2:26][N:27]3[C:31](=[O:32])[C:30]4=[CH:33][CH:34]=[CH:35][CH:36]=[C:29]4[C:28]3=[O:37])[CH2:26][CH2:25]2)=[CH:6][CH:7]=1 |f:2.3.4|. Procedure details: 25 g of 4,4′-dimethylbenzophenone was dissolved in ethanol-tetrahydrofuran (180 ml-60 ml); 2.23 g of sodium borohydride was added under ice cooling conditions, followed by stirring at room temperature for 24 hours. The mixture was concentrated under reduced pressure; ice water was added to the residue; the crystal precipitated was collected and dried; the crystal obtained (30.5 g) was dissolved in 800 ml of toluene; 11.9 g of 4-hydroxypiperidine and 24.9 g of p-toluenesulfonic acid monohydrate w... Reactants: O (water), COC=1C=C(C=C(C1OC)OC)[C@@H]2C=3C=C4C(=CC3[C@@H]([C@@H]5[C@@H]2C(=O)OC5)O)OCO4 (podophyllotoxin), CS(=O)(=O)O (methanesulfonic acid), NC(CCSC)C(=O)O (D,L-methionine). Solvent: CC(=O)C (acetone). The product is COC=1C=C(C=C(C1O)OC)[C@@H]2C=3C=C4C(=CC3[C@H]([C@@H]5[C@@H]2C(=O)OC5)O)OCO4 (4'-demethylepipodophyllotoxin). Reaction SMILES: [CH3:1][O:2][C:3]1[CH:4]=[C:5]([C@H:13]2[C@H:22]3[C:23]([O:25][CH2:26][C@@H:21]3[C@@H:20]([OH:27])[C:19]3[CH:18]=[C:17]4[O:28][CH2:29][O:30][C:16]4=[CH:15][C:14]2=3)=[O:24])[CH:6]=[C:7]([O:11][CH3:12])[C:8]=1[O:9]C.NC(C(O)=O)CCSC.CS(O)(=O)=O.O>CC(C)=O>[CH3:12][O:11][C:7]1[CH:6]=[C:5]([C@H:13]2[C@H:22]3[C:23]([O:25][CH2:26][C@@H:21]3[C@H:20]([OH:27])[C:19]3[CH:18]=[C:17]4[O:28][CH2:29][O:30][C:16]4=[CH:15][C:14]2=3)=[O:24])[CH:4]=[C:3]([O:2][CH3:1])[C:8]=1[OH:9]. Reported procedure: A solution of 50 g (0.12 mol) of podophyllotoxin I, prepared in 50 ml of acetone, is added with stirring at ordinary temperature to a mixture consisting of 100 g (0.67 mol) of D,L-methionine, of 500 ml (7.7 mol) of methanesulfonic acid and of 10 ml of water. The temperature rises to approximately 40° C. and stirring is maintained for 2 h with return to ambient temperature. The mixture is then poured onto ice in order to obtain a precipitate which is extracted with ethyl acetate (3×700 ml). The o... Starting materials: CC(C)O, CC(C)c1cccc(C(C)C)c1N, COc1cc2c(cc1OC)-c1cc(Cl)nc(=O)n1CC2. The product is COc1cc2c(cc1OC)-c1cc(=Nc3c(C(C)C)cccc3C(C)C)[nH]c(=O)n1CC2. Reaction SMILES: [CH3:34][CH:35]([OH:36])[CH3:37].[CH:1]([CH3:2])([CH3:3])[c:4]1[c:5]([NH2:6])[c:7]([CH:11]([CH3:12])[CH3:13])[cH:8][cH:9][cH:10]1.[Cl:14][c:15]1[n:16][c:17](=[O:33])[n:18]2[c:19]([cH:32]1)-[c:20]1[cH:21][c:22]([O:30][CH3:31])[c:23]([O:28][CH3:29])[cH:24][c:25]1[CH2:26][CH2:27]2>>[CH:1]([CH3:2])([CH3:3])[c:4]1[c:5]([N:6]=[c:15]2[nH:16][c:17](=[O:33])[n:18]3[c:19]([cH:32]2)-[c:20]2[cH:21][c:22]([O:30][CH3:31])[c:23]([O:28][CH3:29])[cH:24][c:25]2[CH2:26][CH2:27]3)[c:7]([CH:11]([CH3:12])[CH3:13])[cH:8][cH:9][cH:10]1. Isolated yield 69.0%. Yields the product C(C)(C)(C)OC(N[C@H]1CC2=C(NC=3C=CC(=CC23)C#N)C1)=O (((S)-7-Cyano-1,2,3,4-tetrahydro-cyclopenta[b]indol-2-yl)-carbamic acid tert-butyl ester). RXN SMILES: [C:1]([O:5][C:6](=[O:21])[NH:7][C@@H:8]1[CH2:20][C:11]2[NH:12][C:13]3[CH:14]=[CH:15][C:16](Br)=[CH:17][C:18]=3[C:10]=2[CH2:9]1)([CH3:4])([CH3:3])[CH3:2].[CH3:22][N:23](C=O)C>[C-]#N.[Zn+2].[C-]#N.C([O-])(=O)C.[Zn+2].C([O-])(=O)C.C1(P(C2C=CC=CC=2)[C-]2C=CC=C2)C=CC=CC=1.[C-]1(P(C2C=CC=CC=2)C2C=CC=CC=2)C=CC=C1.[Fe+2].[Pd](Cl)Cl.[Zn]>[C:1]([O:5][C:6](=[O:21])[NH:7][C@@H:8]1[CH2:20][C:11]2[NH:12][C:13]3[CH:14]=[CH:15][C:16]([C:22]#[N:23])=[CH:17][C:18]=3[C:10]=2[CH2:9]1)([CH3:4])([CH3:3])[CH3:2] |f:2.3.4,5.6.7,8.9.10|. Reagents/catalysts: C1(=CC=CC=C1)P([C-]1C=CC=C1)C1=CC=CC=C1.[C-]1(C=CC=C1)P(C1=CC=CC=C1)C1=CC=CC=C1.[Fe+2] (1,1′-bis(diphenylphosphino)ferrocene), C(C)(=O)[O-].[Zn+2].C(C)(=O)[O-] (zinc acetate), [Zn] (zinc), [C-]#N.[Zn+2].[C-]#N (zinc cyanide), [Pd](Cl)Cl (palladium (II) chloride). Procedure: The following reagents are stirred together in DMF (250 mL) at 100° C. for 18 h: ((S)-7-bromo-1,2,3,4-tetrahydro-cyclopenta[b]indol-2-yl)-carbamic acid tert-butyl ester (50.0 g, 142 mmol), zinc cyanide (11.9 g, 99.7 mmol), zinc acetate (5.22 g, 28.5 mmol), 1,1′-bis(diphenylphosphino)ferrocene)palladium (II) chloride (Pd(dppf)2Cl2) (1.74 g, 2.14 mmol), and zinc (3.72 g, 56.9 mmol). The reaction is concentrated to dryness and partitioned between water and ethyl acetate. The organics are washed wit... Reactants: C(C)(C)(C)OC(N[C@H]1CC2=C(NC=3C=CC(=CC23)Br)C1)=O (((S)-7-bromo-1,2,3,4-tetrahydro-cyclopenta[b]indol-2-yl)-carbamic acid tert-butyl ester), CN(C)C=O (DMF). The reactants are C(C)(C)N1N=CN=C1C=1SC=2CCOC3=C(C2N1)C=CC(=C3)C3CN(C3)CC(=O)N (2-{3-[2-(2-Isopropyl-2H-[1,2,4]triazol-3-yl)-4,5-dihydro-6-oxa-3-thia-1-aza-benzo[e]azulen-8-yl]-azetidin-1-yl}-acetamide), OC(=O)C(F)(F)F.N1CC(C1)C1=CC2=C(C=3N=C(SC3CCO2)C=2N(N=CN2)C(C)C)C=C1 (8-azetidin-3-yl-2-(2-isopropyl-2H-[1,2,4]triazol-3-yl)-4,5-dihydro-6-oxa-3-thia-1-aza-benzo[e]azulene TFA salt), ClCC(=O)N1CCOCC1 (4-(2-chloroacetyl)morpholine). Yields the product C(C)(C)N1N=CN=C1C=1SC=2CCOC3=C(C2N1)C=CC(=C3)C3CN(C3)CC(=O)N3CCOCC3 (2-{3-[2-(2-Isopropyl-2H-[1,2,4]triazol-3-yl)-4,5-dihydro-6-oxa-3-thia-1-aza-benzo[e]azulen-8-yl]-azetidin-1-yl}-1-morpholin-4-yl-ethanone). Reaction SMILES: [CH:1]([N:4]1[C:8]([C:9]2[S:10][C:11]3[CH2:12][CH2:13][O:14][C:15]4[CH:22]=[C:21]([CH:23]5[CH2:26][N:25]([CH2:27][C:28]([NH2:30])=[O:29])[CH2:24]5)[CH:20]=[CH:19][C:16]=4[C:17]=3[N:18]=2)=[N:7][CH:6]=[N:5]1)([CH3:3])[CH3:2].OC(C(F)(F)F)=O.N1CC(C2C=CC3C4N=C(C5N(C(C)C)N=CN=5)SC=4[CH2:51][CH2:52][O:53][C:44]=3[CH:43]=2)C1.ClCC(N1CCOCC1)=O>>[CH:1]([N:4]1[C:8]([C:9]2[S:10][C:11]3[CH2:12][CH2:13][O:14][C:15]4[CH:22]=[C:21]([CH:23]5[CH2:24][N:25]([CH2:27][C:28]([N:30]6[CH2:43][CH2:44][O:53][CH2:52][CH2:51]6)=[O:29])[CH2:26]5)[CH:20]=[CH:19][C:16]=4[C:17]=3[N:18]=2)=[N:7][CH:6]=[N:5]1)([CH3:3])[CH3:2] |f:1.2|. Procedure details: Following the procedure of 319, a suspension of 8-azetidin-3-yl-2-(2-isopropyl-2H-[1,2,4]triazol-3-yl)-4,5-dihydro-6-oxa-3-thia-1-aza-benzo[e]azulene TFA salt 235 (200 mg, 0.42 mmol) and 4-(2-chloroacetyl)morpholine gave 471 isolated as a yellow solid (79 mg, 22%). LCMS: RT=3.17 min, [M+H]+=495. 1H NMR δ (ppm) (DMSO-d6): 8.25 (1H, d, J=8.17 Hz), 8.05 (1H, s), 7.17 (1H, dd, J=8.24, 1.82 Hz), 7.03 (1H, d, J=1.77 Hz), 5.82-5.73 (1H, m), 4.35-4.29 (2H, m), 3.67-3.56 (2H, m), 3.58-3.45 (5H, m), 3.44-... Reactants: Cl (Hydrochloric acid), CC1=C(C=NC=C1)C=1N=C(SC1)C1=C(C=CC(=C1)[N+](=O)[O-])C (4-Methyl-3-[2-(2-methyl-5-nitrophenyl)-1,3-thiazol-4-yl]pyridine), reduced iron, C(=O)OCC (ethyl formate). The solvent is C(=O)O (formic acid), C(C)(=O)OCC (ethyl acetate). Conditions: temperature 80 celsius, time 12 hour. Yields the product CC1=C(C=C(C=C1)NC=O)C=1SC=C(N1)C=1C=NC=CC1C (4-methyl-3-[4-(4-methylpyridin-3-yl)-1,3-thiazol-2-yl]phenylformamide). Reaction SMILES: [CH3:1][C:2]1[CH:7]=[CH:6][N:5]=[CH:4][C:3]=1[C:8]1[N:9]=[C:10]([C:13]2[CH:18]=[C:17]([N+:19]([O-])=O)[CH:16]=[CH:15][C:14]=2[CH3:22])[S:11][CH:12]=1.[CH:23](OCC)=[O:24].Cl>C(O)=O.C(OCC)(=O)C>[CH3:22][C:14]1[CH:15]=[CH:16][C:17]([NH:19][CH:23]=[O:24])=[CH:18][C:13]=1[C:10]1[S:11][CH:12]=[C:8]([C:3]2[CH:4]=[N:5][CH:6]=[CH:7][C:2]=2[CH3:1])[N:9]=1. Reported procedure: 4-Methyl-3-[2-(2-methyl-5-nitrophenyl)-1,3-thiazol-4-yl]pyridine (98 mg) and reduced iron (170 mg) were suspended in a mixture of formic acid (3 ml)-ethyl formate (3 ml). 1N Hydrochloric acid (0.2 ml) was added and the mixture was stirred at 80° C. for 12 hrs. The reaction mixture was diluted with ethyl acetate and the insoluble material was filtered off. The organic layer was neutralized with saturated aqueous sodium hydrogen carbonate. The organic layer was separated and concentrated by drying... Solvent: C(C)O (ethanol), O (water). Yields the product Cl.ClC1=C(C=C(C=C1)NO)C(F)(F)F (N-(4-chloro-3-(trifluoromethyl)phenyl)hydroxylamine hydrochloride). Procedure: In 21 mL of ethanol, 4.51 g (20 mmol) of 2-chloro-5-nitrobenzotrifluoride was dissolved, and a solution obtained by dissolving 3.8 g of zinc powder and 420 mg of ammonium chloride in 5 mL of water was added thereto, and the mixture solution was stirred at 70° C. for one hour. The reaction solution after removal of insolubles by filtration was concentrated, and the residue was partitioned between water and ethyl acetate, and the organic layer was washed with a saturated sodium chloride solution. ... The reagents and catalysts are [Zn] (zinc). Run at temperature 70 celsius, time 1 hour. The reactants are ClC1=C(C=C(C=C1)[N+](=O)[O-])C(F)(F)F (2-chloro-5-nitrobenzotrifluoride), [Cl-].[NH4+] (ammonium chloride). Isolated yield 124.2%. Reaction SMILES: [Cl:1][C:2]1[CH:7]=[CH:6][C:5]([N+:8]([O-])=[O:9])=[CH:4][C:3]=1[C:11]([F:14])([F:13])[F:12].[Cl-].[NH4+]>C(O)C.O.[Zn]>[ClH:1].[Cl:1][C:2]1[CH:7]=[CH:6][C:5]([NH:8][OH:9])=[CH:4][C:3]=1[C:11]([F:12])([F:13])[F:14] |f:1.2,6.7|.